This data is from the Open Reaction Database (ORD), a public repository of structured organic reaction records. The task is: describe an organic reaction: reactants, conditions, products, and yield Reactants: CCO, Cc1cc(F)c(O)c([N+](=O)[O-])c1. Yields the product Cc1cc(N)c(O)c(F)c1. Reaction SMILES: [CH3:13][CH2:14][OH:15].[F:1][c:2]1[c:3]([OH:12])[c:4]([N+:9]([O-:10])=[O:11])[cH:5][c:6]([CH3:8])[cH:7]1>>[F:1][c:2]1[c:3]([OH:12])[c:4]([NH2:9])[cH:5][c:6]([CH3:8])[cH:7]1. Reactants: BrCc1ccccc1-c1ccccc1, CC#N, N#C[K], O. The product is N#CCc1ccccc1-c1ccccc1. Reaction SMILES: [Br:1][CH2:2][c:3]1[c:4](-[c:9]2[cH:10][cH:11][cH:12][cH:13][cH:14]2)[cH:5][cH:6][cH:7][cH:8]1.[CH3:18][C:19]#[N:20].[K:15][C:16]#[N:17].[OH2:21]>>[CH2:2]([c:3]1[c:4](-[c:9]2[cH:10][cH:11][cH:12][cH:13][cH:14]2)[cH:5][cH:6][cH:7][cH:8]1)[C:16]#[N:17].